This data is from the Open Reaction Database (ORD), a public repository of structured organic reaction records. The task is: describe an organic reaction: reactants, conditions, products, and yield Starting materials: C(#N)[C-](C#N)C#N.[K+] (potassium tricyanomethanide), S(O)(O)(=O)=O (sulfuric acid), C(CC)NCCC (dipropylamine). The solvent is O (water), C(C)OCC (diethyl ether), CCOCC (ether), CCOCC (ether). Conditions: time 0.5 hour. Yields the product NC(=C(C#N)C#N)N(CCC)CCC (3-amino-2-cyano-3-(dipropylamino)propenenitrile). The yield is 83.3%. RXN SMILES: [C:1]([C-:3]([C:6]#[N:7])[C:4]#[N:5])#[N:2].[K+].S(=O)(=O)(O)O.[CH2:14]([NH:17][CH2:18][CH2:19][CH3:20])[CH2:15][CH3:16]>O.C(OCC)C>[NH2:2][C:1]([N:17]([CH2:18][CH2:19][CH3:20])[CH2:14][CH2:15][CH3:16])=[C:3]([C:6]#[N:7])[C:4]#[N:5] |f:0.1|. Procedure details: In the manner of Example VI, part C, 25 g of potassium tricyanomethanide in 75 ml of water and 100 ml of diethyl ether were treated with 19 g of concentrated sulfuric acid to give an ether solution of HN=C=C(CN)2. The ether solution was treated with 19.6 g of dipropylamine and the mixture allowed to stand for 1/2 hour. The ether was removed by distillation under reduced pressure and the residue heated to 150°. To the hot residue were added 500 ml of aqueous ethanol and the mixture was boiled vig... Starting materials: B, COCCCCCCC(=O)O, [K+], [K+], O=C([O-])[O-], C1CCOC1, O. The product is COCCCCCCCO. As a reaction SMILES: [BH3:12].[CH3:1][O:2][CH2:3][CH2:4][CH2:5][CH2:6][CH2:7][CH2:8][C:9](=[O:10])[OH:11].[K+:14].[K+:15].[O-:16][C:17]([O-:18])=[O:19].[O:20]1[CH2:21][CH2:22][CH2:23][CH2:24]1.[OH2:13]>>[CH3:1][O:2][CH2:3][CH2:4][CH2:5][CH2:6][CH2:7][CH2:8][CH2:9][OH:10]. The reactants are ClC=1C2=C(N=CN1)CN(CC2)C2=NC=CC=C2Cl (4-chloro-7-(3-chloropyridin-2-yl)-5,6,7,8-tetrahydropyrido[3,4-d]pyrimidine), NC1=CC=C2C(C(NC2=C1)=O)(C)C (6-amino-3,3-dimethylindolin-2-one), C(C)#N (acetonitrile), C(=O)(O)[O-].[Na+] (NaHCO3). Run in CCOC(=O)C (EtOAc). Run at temperature 180 celsius. The product is ClC=1C(=NC=CC1)N1CC=2N=CN=C(C2CC1)NC1=CC=C2C(C(NC2=C1)=O)(C)C (6-(7-(3-Chloropyridin-2-yl)-5,6,7,8-tetrahydropyrido[3,4-d]pyrimidin-4-ylamino)-3,3-dimethylindolin-2-one). Isolated yield 66.0%. As a reaction SMILES: Cl[C:2]1[C:3]2[CH2:11][CH2:10][N:9]([C:12]3[C:17]([Cl:18])=[CH:16][CH:15]=[CH:14][N:13]=3)[CH2:8][C:4]=2[N:5]=[CH:6][N:7]=1.[NH2:19][C:20]1[CH:28]=[C:27]2[C:23]([C:24]([CH3:31])([CH3:30])[C:25](=[O:29])[NH:26]2)=[CH:22][CH:21]=1.C(#N)C.C([O-])(O)=O.[Na+]>CCOC(C)=O>[Cl:18][C:17]1[C:12]([N:9]2[CH2:10][CH2:11][C:3]3[C:2]([NH:19][C:20]4[CH:28]=[C:27]5[C:23]([C:24]([CH3:31])([CH3:30])[C:25](=[O:29])[NH:26]5)=[CH:22][CH:21]=4)=[N:7][CH:6]=[N:5][C:4]=3[CH2:8]2)=[N:13][CH:14]=[CH:15][CH:16]=1 |f:3.4|. Procedure: A mixture of the 4-chloro-7-(3-chloropyridin-2-yl)-5,6,7,8-tetrahydropyrido[3,4-d]pyrimidine (50 mg, 0.18 mmol), 6-amino-3,3-dimethylindolin-2-one (63 mg, 0.36 mmol), and acetonitrile (3 mL) was heated in a sealed tube via at 180° C. for 60 min. The mixture was treated with EtOAc (50 mL) and sat. aq. solution of NaHCO3. The organic layer was separated and washed with brine, dried (Na2SO4), and evaporated. The residue was purified by flash chromatography over silica gel to give a light yellow sol... Reaction SMILES: [Br:1][c:2]1[cH:3][cH:4][c:5]([OH:8])[cH:6][cH:7]1.[C:9](=[O:10])([O-:11])[O-:12].[CH3:15][C:16]([Cl:17])=[O:18].[CH3:19][C:20]#[N:21].[K+:13].[K+:14]>>[Br:1][c:2]1[cH:3][cH:4][c:5]([O:8][C:16]([CH3:15])=[O:18])[cH:6][cH:7]1. Reactants: Oc1ccc(Br)cc1, O=C([O-])[O-], CC(=O)Cl, CC#N, [K+], [K+]. The product is CC(=O)Oc1ccc(Br)cc1. The reactants are C(C)N1CC(CCC1)CCN1C2=NC(=NC(=C2N=C1OC)N)O[C@H](CCC)C (9-[2-(1-Ethyl-3-piperidinyl)ethyl]-2-{[(1S)-1-methylbutyl]oxy}-8-(methyloxy)-9H-purin-6-amine), C(CCC)OC1=NC(=C2N=C(N(C2=N1)CCCCCC1CNCCC1)OC)N (2-(butyloxy)-8-(methyloxy)-9-[5-(3-piperidinyl)pentyl]-9H-purin-6-amine), IC(C)C (2-iodopropane). Yields the product C(CCC)OC1=NC(=C2N=C(N(C2=N1)CCCCCC1CN(CCC1)C(C)C)OC)N (2-(Butyloxy)-9-{5-[1-(1-methylethyl)-3-piperidinyl]pentyl}-8-(methyloxy)-9H-purin-6-amine). As a reaction SMILES: C(N1CC[CH2:6][CH:5](CCN2C(OC)=NC3C2=NC(O[C@@H](C)CCC)=NC=3N)[CH2:4]1)C.[CH2:29]([O:33][C:34]1[N:42]=[C:41]2[C:37]([N:38]=[C:39]([O:54][CH3:55])[N:40]2[CH2:43][CH2:44][CH2:45][CH2:46][CH2:47][CH:48]2[CH2:53][CH2:52][CH2:51][NH:50][CH2:49]2)=[C:36]([NH2:56])[N:35]=1)[CH2:30][CH2:31][CH3:32].IC(C)C>>[CH2:29]([O:33][C:34]1[N:42]=[C:41]2[C:37]([N:38]=[C:39]([O:54][CH3:55])[N:40]2[CH2:43][CH2:44][CH2:45][CH2:46][CH2:47][CH:48]2[CH2:53][CH2:52][CH2:51][N:50]([CH:5]([CH3:6])[CH3:4])[CH2:49]2)=[C:36]([NH2:56])[N:35]=1)[CH2:30][CH2:31][CH3:32]. Reported procedure: Prepared similarly to Intermediate 46 from 2-(butyloxy)-8-(methyloxy)-9-[5-(3-piperidinyl)pentyl]-9H-purin-6-amine and 2-iodopropane.